This data is from the Open Reaction Database (ORD), a public repository of structured organic reaction records. The task is: describe an organic reaction: reactants, conditions, products, and yield The reactants are [Si](C)(C)(C(C)(C)C)O[C@@H]([C@H](C=1OC(=NN1)C1=CC=C(C=C1)S(=O)(=O)C)NC1=CC(=C(C#N)C=C1)C(F)(F)F)C (4-((1R,2R)-2-(tert-butyldimethylsilyloxy)-1-(5-(4-(methylsulfonyl)phenyl)-1,3,4-oxadiazol-2-yl)propylamino)-2-(trifluoromethyl)benzonitrile), CCCC[N+](CCCC)(CCCC)CCCC.[F-] (TBAF). The solvent is C1CCOC1 (THF). Product: O[C@@H]([C@H](C=1OC(=NN1)C1=CC=C(C=C1)S(=O)(=O)C)NC1=CC(=C(C#N)C=C1)C(F)(F)F)C (4-((1R,2R)-2-hydroxy-1-(5-(4-(methylsulfonyl)phenyl)-1,3,4-oxadiazol-2-yl)propylamino)-2-(trifluoromethyl)benzonitrile). As a reaction SMILES: [Si]([O:8][C@H:9]([CH3:39])[C@@H:10]([NH:26][C:27]1[CH:34]=[CH:33][C:30]([C:31]#[N:32])=[C:29]([C:35]([F:38])([F:37])[F:36])[CH:28]=1)[C:11]1[O:12][C:13]([C:16]2[CH:21]=[CH:20][C:19]([S:22]([CH3:25])(=[O:24])=[O:23])=[CH:18][CH:17]=2)=[N:14][N:15]=1)(C(C)(C)C)(C)C.CCCC[N+](CCCC)(CCCC)CCCC.[F-]>C1COCC1>[OH:8][C@H:9]([CH3:39])[C@@H:10]([NH:26][C:27]1[CH:34]=[CH:33][C:30]([C:31]#[N:32])=[C:29]([C:35]([F:36])([F:37])[F:38])[CH:28]=1)[C:11]1[O:12][C:13]([C:16]2[CH:17]=[CH:18][C:19]([S:22]([CH3:25])(=[O:24])=[O:23])=[CH:20][CH:21]=2)=[N:14][N:15]=1 |f:1.2|. Procedure: To a pre-cooled (−70° C.) solution of 4-((1R,2R)-2-(tert-butyldimethylsilyloxy)-1-(5-(4-(methylsulfonyl)phenyl)-1,3,4-oxadiazol-2-yl)propylamino)-2-(trifluoromethyl)benzonitrile (1 g, 1.83 mmol) in THF (200 mL) was added TBAF (1.83 mL, 1.83 mmol, 1 M solution in THF) dropwise over 10 minutes. Upon complete addition the reaction mixture was concentrated under reduced pressure. The resulting residue was taken up in EtOAc (100 mL) and washed with H2O (80 mL). The biphasic mixture was separated and ... Starting materials: O=C(CBr)c1ccc(F)cc1, CC(C)(C)OC(=O)N1CCCC1CC(=O)O. Yields the product CC(C)(C)OC(=O)N1CCCC1CC(=O)OCC(=O)c1ccc(F)cc1. Reaction SMILES: [Br:17][CH2:18][C:19](=[O:20])[c:21]1[cH:22][cH:23][c:24]([F:27])[cH:25][cH:26]1.[C:1]([CH3:2])([CH3:3])([CH3:4])[O:5][C:6](=[O:7])[N:8]1[CH:9]([CH2:13][C:14](=[O:15])[OH:16])[CH2:10][CH2:11][CH2:12]1>>[C:1]([CH3:2])([CH3:3])([CH3:4])[O:5][C:6](=[O:7])[N:8]1[CH:9]([CH2:13][C:14](=[O:15])[O:16][CH2:18][C:19](=[O:20])[c:21]2[cH:22][cH:23][c:24]([F:27])[cH:25][cH:26]2)[CH2:10][CH2:11][CH2:12]1. The reactants are S(=O)(=O)(C1=CC=C(C)C=C1)Cl (tosylchloride), ice, C([O-])(O)=O.[Na+] (sodium bicarbonate), Cl.N1C=NC=C1CO (imidazol-5-ylmethanol hydrochloride). The solvent is O (water), C(C)(=O)OCC (ethyl acetate). Run at time 5 hour. Yields the product S(=O)(=O)(C1=CC=C(C)C=C1)N1C=NC=C1CO (1-tosylimidazol-5-ylmethanol). Reaction SMILES: C(=O)(O)[O-].[Na+].Cl.[NH:7]1[C:11]([CH2:12][OH:13])=[CH:10][N:9]=[CH:8]1.[S:14](Cl)([C:17]1[CH:23]=[CH:22][C:20]([CH3:21])=[CH:19][CH:18]=1)(=[O:16])=[O:15]>O.C(OCC)(=O)C>[S:14]([N:7]1[C:11]([CH2:12][OH:13])=[CH:10][N:9]=[CH:8]1)([C:17]1[CH:23]=[CH:22][C:20]([CH3:21])=[CH:19][CH:18]=1)(=[O:16])=[O:15] |f:0.1,2.3|. Reported procedure: To an ice cold solution of 0.08 mole of sodium bicarbonate in 40 ml of water is added 0.02 mole of imidazol-5-ylmethanol hydrochloride followed by a solution of 0.025 mole of tosylchloride in 30 ml of ethyl acetate. The reaction mixture is stirred at room temperature for 5 hours. The organic phase is separated, washed with sodium bicarbonate, and dried over magnesium sulfate and concentrated under reduced pressure. The residue is crystallized from ethyl acetate to afford 1-tosylimidazol-5-ylmeth... Reactants: CN(C)CN(C)C (N,N,N',N'-Tetramethyldiaminomethane), FC1=C(C=CC(=C1)F)CC(=O)C=1C=CC(=NC1)SC (2-(2,4-Difluorophenyl)-1-(2-methylthiopyridin-5-yl)ethanone), C(C)(=O)OC(C)=O (acetic anhydride). The product is FC1=C(C=CC(=C1)F)C(C(=O)C=1C=CC(=NC1)SC)=C (2-(2,4-Difluorophenyl)-1-(2-methylthiopyridin-5-yl)prop-2-en-1-one). Isolated yield 50.2%. Reaction SMILES: [CH3:1]N(CN(C)C)C.[F:8][C:9]1[CH:14]=[C:13]([F:15])[CH:12]=[CH:11][C:10]=1[CH2:16][C:17]([C:19]1[CH:20]=[CH:21][C:22]([S:25][CH3:26])=[N:23][CH:24]=1)=[O:18].C(OC(=O)C)(=O)C>>[F:8][C:9]1[CH:14]=[C:13]([F:15])[CH:12]=[CH:11][C:10]=1[C:16](=[CH2:1])[C:17]([C:19]1[CH:20]=[CH:21][C:22]([S:25][CH3:26])=[N:23][CH:24]=1)=[O:18]. Procedure: N,N,N',N'-Tetramethyldiaminomethane (5.2 ml, 38 mmol) was added to a stirred mixture of the product of part (iii) (7.2 g, 26 mmol) and acetic anhydride (3.6 ml, 38 mmol) and the reaction temperature was moderated by use of water bath at ambient temperature. After 1 hour at room temperature the yellow solution was poured onto ice and the mixture extracted with ethyl acetate (2×75 ml). The combined organic layers were washed with dilute hydrochloric acid (0.2M, 50 ml) followed by saturated sodium ... The reactants are Cc1cc(Br)cc(C)c1C(=O)N1CCC(N2CCCC2)CC1, Cc1cc(Br)cc(C)c1C(=O)N1CCC(N2CCCC2CO)CC1, Cc1nc(-c2cccc(C(F)(F)F)c2)nc(C)c1C(=O)O, [Cl-], O=C(OCC1CCCN1C1CCNCC1)c1ccccc1. Product: Cc1nc(-c2cccc(C(F)(F)F)c2)nc(C)c1C(=O)N1CCC(N2CCCC2COC(=O)c2ccccc2)CC1. Reaction SMILES: [Br:1][c:2]1[cH:3][c:4]([CH3:5])[c:6]([C:7]([N:8]2[CH2:9][CH2:10][CH:11]([N:12]3[CH2:13][CH2:14][CH2:15][CH2:16]3)[CH2:17][CH2:18]2)=[O:19])[c:20]([CH3:21])[cH:22]1.[Br:23][c:24]1[cH:25][c:26]([CH3:27])[c:28]([C:29]([N:30]2[CH2:31][CH2:32][CH:33]([N:34]3[CH2:35][CH2:36][CH2:37][CH:38]3[CH2:39][OH:40])[CH2:41][CH2:42]2)=[O:43])[c:44]([CH3:45])[cH:46]1.[CH3:47][c:48]1[n:49][c:50](-[c:58]2[cH:59][c:60]([C:64]([F:65])([F:66])[F:67])[cH:61][cH:62][cH:63]2)[n:51][c:52]([CH3:57])[c:53]1[C:54](=[O:55])[OH:56].[Cl-:68].[NH:69]1[CH2:70][CH2:71][CH:72]([N:75]2[CH:76]([CH2:80][O:81][C:82]([c:83]3[cH:84][cH:85][cH:86][cH:87][cH:88]3)=[O:89])[CH2:77][CH2:78][CH2:79]2)[CH2:73][CH2:74]1>>[CH3:47][c:48]1[n:49][c:50](-[c:58]2[cH:59][c:60]([C:64]([F:65])([F:66])[F:67])[cH:61][cH:62][cH:63]2)[n:51][c:52]([CH3:57])[c:53]1[C:54](=[O:55])[N:69]1[CH2:70][CH2:71][CH:72]([N:75]2[CH:76]([CH2:80][O:81][C:82]([c:83]3[cH:84][cH:85][cH:86][cH:87][cH:88]3)=[O:89])[CH2:77][CH2:78][CH2:79]2)[CH2:73][CH2:74]1. The reactants are BrC1=CC=C(C=C1)[C@@H]1[C@H](C1)CN1[C@@H](CCC1)C (1-[2-(4-bromo-phenyl)-(1S,2S)-cyclopropylmethyl]-(2R)-2-methyl-pyrrolidine), 1D, N (NH3), BrC1=CC=C(C=C1)[C@@H]1[C@H](C1)CN1[C@@H](CCC1)C (1-[2-(4-Bromo-phenyl)-(1S,2S)-cyclopropylmethyl]-(2R)-2-methyl-pyrrolidine), BrC1=CC=C(C=C1)[C@@H]1[C@H](C1)CN1[C@H](CCC1)C (1-[(1S,2S)-2-(4-bromo-phenyl)-cyclopropylmethyl]-2(S)-methyl-pyrrolidine). The product is C[C@H]1N(CCC1)C[C@@H]1[C@H](C1)C1=CC=C(C=C1)C1=CC=C(C=C1)C#N (4′-((1S,2S)-2-{[(2R)-2-Methylpyrrolidin-1-yl]methyl}cyclopropyl)-1,1′-biphenyl-4-carbonitrile). RXN SMILES: Br[C:2]1[CH:7]=[CH:6][C:5]([C@H:8]2[CH2:10][C@@H:9]2[CH2:11][N:12]2[CH2:16][CH2:15][CH2:14][C@H:13]2[CH3:17])=[CH:4][CH:3]=1.Br[C:19]1[CH:24]=[CH:23][C:22]([C@H:25]2C[C@@H]2CN2CCC[C@@H]2C)=[CH:21][CH:20]=1.[NH3:35]>>[CH3:17][C@@H:13]1[CH2:14][CH2:15][CH2:16][N:12]1[CH2:11][C@H:9]1[CH2:10][C@@H:8]1[C:5]1[CH:6]=[CH:7][C:2]([C:19]2[CH:20]=[CH:21][C:22]([C:25]#[N:35])=[CH:23][CH:24]=2)=[CH:3][CH:4]=1. Procedure: The title compound was prepared using the procedure described in Example 1E substituting 1-[2-(4-bromo-phenyl)-(1S,2S)-cyclopropylmethyl]-(2R)-2-methyl-pyrrolidine (the product from Example 2A) for 1-[(1S,2S)-2-(4-bromo-phenyl)-cyclopropylmethyl]-2(S)-methyl-pyrrolidine (the product from 1D). 1H NMR (300 MHz, CD3OD): δ 0.92(m, 1H), 0.99 (m, 1H), 1.13 (d, J=6 Hz, 2H), 1.24 (m, 1H), 1.43(m, 1H), 1.77(m, 3H), 1.98 (m, 2H), 2.13 (dd, J=12 Hz, J=6 Hz, 1H), 2.30 (q, J=9 Hz, 1H), 2.41 (m, 1H), 2.94 (dd... The reactants are [OH-].[Na+] (NaOH), Cl (HCl), BrC1=C(C=O)C=CC=C1 (2-bromobenzaldehyde), BrC1=C(C=CC=C1)C(CC(=O)O)CC(=O)O (3-(2-bromophenyl)glutaric acid), C(CC(=O)C)(=O)[O-] (acetoacetate), C(C1=CC=CC=C1)=O (benzaldehyde). Run in C(CC(=O)C)(=O)OCC (ethyl acetoacetate), C(C)(=O)Cl (acetyl chloride), C(C)O (ethanol). Conditions: time 3 day. Product: BrC1=C(C=CC=C1)C1CC(=O)OC(C1)=O (3-(2-bromophenyl)glutaric anhydride). Reaction SMILES: BrC1C=CC=CC=1C=O.C([O-])(=O)CC(C)=O.C(=O)C1C=CC=CC=1.[OH-].[Na+].Cl.[Br:28][C:29]1[CH:34]=[CH:33][CH:32]=[CH:31][C:30]=1[CH:35]([CH2:40][C:41]([OH:43])=[O:42])[CH2:36][C:37]([OH:39])=O>C(OCC)(=O)CC(C)=O.C(O)C.C(Cl)(=O)C>[Br:28][C:29]1[CH:34]=[CH:33][CH:32]=[CH:31][C:30]=1[CH:35]1[CH2:36][C:37](=[O:39])[O:43][C:41](=[O:42])[CH2:40]1 |f:3.4|. Reported procedure: To a solution of commercial 2-bromobenzaldehyde (5 g) in ethyl acetoacetate (7 g) piperidine (0.5 ml) was added with stirring at rt. The cloudy solution was kept at rt for 3 d. The yellowish amorphous solid (the bis-adduct of acetoacetate to the benzaldehyde) was dissolved in ethanol (20 ml). This solution was added in portions to 40% NaOH (150 g) with stirring. The resulting orange slurry was stirred at reflux for 2 h. After cooling in an ice bath the now yellowish mixture was acidified by port...